This data is from the Open Reaction Database (ORD), a public repository of structured organic reaction records. The task is: describe an organic reaction: reactants, conditions, products, and yield The reactants are BrCCOC1=CC=C(C#N)C=C1 (4-(2-bromethoxy)-benzonitrile), C(=O)(O)[O-].[Na+] (NaHCO3), N=O (imino ether), CCOCC (ether), Cl (hydrogen chloride), Cl (hydrochloride), C(=O)=O (CO2). The solvent is C(C)O (ethanol), O.CCOCC (water ether). Reaction conditions: time 3 day. The product is C(C)OC(C1=CC=C(C=C1)OCCBr)=O (4-(2-Bromo-ethoxy)-benzoic acid ethyl ester). As a reaction SMILES: [Br:1][CH2:2][CH2:3][O:4][C:5]1[CH:12]=[CH:11][C:8]([C:9]#N)=[CH:7][CH:6]=1.Cl.N=O.C([O-])(O)=[O:17].[Na+].C(=O)=O.[CH3:24][CH2:25][O:26]CC>C(O)C.O.CCOCC>[CH2:25]([O:26][C:9](=[O:17])[C:8]1[CH:11]=[CH:12][C:5]([O:4][CH2:3][CH2:2][Br:1])=[CH:6][CH:7]=1)[CH3:24] |f:3.4,8.9|. Procedure: A solution of 68 g of 4-(2-bromethoxy)-benzonitrile in 500 ml of absolute ether and 50 ml of absolute ethanol was saturated with dry hydrogen chloride while cooling with ice. After standing for three days in the refrigerator the precipitated hydrochloride of the imino ether was suctionfiltered, suspended in water/ether and NaHCO3 was added while stirring until the development of CO2 was finished. The organic phase was dried with MgSO4 and the solvent was evaporated under reduced pressure. 100 ml... Reaction SMILES: [CH3:9][c:10]1[cH:11][cH:12][cH:13][cH:14][cH:15]1.[NH:16]1[C:17](=[O:21])[CH2:18][CH2:19][CH2:20]1.[O:1]=[C:2]([C:3](=[O:4])[O:5][CH3:6])[CH2:7][CH3:8].[OH2:27].[P:22]([Cl:23])([Cl:24])([Cl:25])=[O:26]>>[C:2]([C:3](=[O:4])[O:5][CH3:6])(=[CH:7][CH3:8])[N:16]1[C:17](=[O:21])[CH2:18][CH2:19][CH2:20]1. The product is CC=C(C(=O)OC)N1CCCC1=O. Reactants: Cc1ccccc1, O=C1CCCN1, CCC(=O)C(=O)OC, O, O=P(Cl)(Cl)Cl. The reactants are CCO, ClCC#CCCl, [K+], [OH-], O, Oc1ccccc1. The product is ClCC#CCOc1ccccc1. Reaction SMILES: [CH3:17][CH2:18][OH:19].[Cl:11][CH2:12][C:13]#[C:14][CH2:15][Cl:16].[K+:9].[OH-:8].[OH2:10].[OH:1][c:2]1[cH:3][cH:4][cH:5][cH:6][cH:7]1>>[O:1]([c:2]1[cH:3][cH:4][cH:5][cH:6][cH:7]1)[CH2:15][C:14]#[C:13][CH2:12][Cl:11]. Reactants: ClN1NC(=CC(=N1)Cl)NC1=CC(=C(C=C1)C1=CN=CO1)OC (2,4-Dichloro-6-(4-oxazol-5-yl-3-methoxyphenylamino)triazine), CN (Methylamine), C1CCOC1 (THF). The solvent is C(OC)COC (dimethoxyethane). Conditions: time 3 hour. Product: ClN1NC(=CC(=N1)NC)NC1=CC(=C(C=C1)C1=CN=CO1)OC (2-Chloro-4-methylamino-6-(4-oxazol-5-yl-3-methoxyphenylamino)triazine). Yield: 77.0%. Reaction SMILES: [Cl:1][N:2]1[N:7]=[C:6](Cl)[CH:5]=[C:4]([NH:9][C:10]2[CH:15]=[CH:14][C:13]([C:16]3[O:20][CH:19]=[N:18][CH:17]=3)=[C:12]([O:21][CH3:22])[CH:11]=2)[NH:3]1.[CH3:23][NH2:24].C1COCC1>C(COC)OC>[Cl:1][N:2]1[N:7]=[C:6]([NH:24][CH3:23])[CH:5]=[C:4]([NH:9][C:10]2[CH:15]=[CH:14][C:13]([C:16]3[O:20][CH:19]=[N:18][CH:17]=3)=[C:12]([O:21][CH3:22])[CH:11]=2)[NH:3]1. Procedure: 2,4-Dichloro-6-(4-oxazol-5-yl-3-methoxyphenylamino)triazine 214A (1.8 g, 5.4 mmol) was suspended in dimethoxyethane (50 mL). 2 M Methylamine in THF (27 mL, 54 mmol) was added dropwise and the reaction mixture stirred for 3 h. The crude product was filtered and triturated with ethanol (20 mL) and dried to yield 1.37 g (77%) of the title compound. LCMS Condition A retention time=2.61 min (>95%), M+H+=333.16 (100%). Starting materials: C[S-], CC(=O)O, [Na+], CCCCC1(CCCC)CN(c2ccccc2)c2cc(Br)c(OCC(=O)O)cc2S(=O)(=O)C1, CN(C)C=O. The product is CCCCC1(CCCC)CN(c2ccccc2)c2cc(SC)c(OCC(=O)O)cc2S(=O)(=O)C1. As a reaction SMILES: [CH3:34][S-:35].[CH3:37][C:38](=[O:39])[OH:40].[Na+:36].[O:1]=[S:2]1(=[O:33])[CH2:3][C:4]([CH2:25][CH2:26][CH2:27][CH3:28])([CH2:29][CH2:30][CH2:31][CH3:32])[CH2:5][N:6]([c:19]2[cH:20][cH:21][cH:22][cH:23][cH:24]2)[c:7]2[c:8]1[cH:9][c:10]([O:14][CH2:15][C:16](=[O:17])[OH:18])[c:11]([Br:13])[cH:12]2.[O:41]=[CH:42][N:43]([CH3:44])[CH3:45]>>[O:1]=[S:2]1(=[O:33])[CH2:3][C:4]([CH2:25][CH2:26][CH2:27][CH3:28])([CH2:29][CH2:30][CH2:31][CH3:32])[CH2:5][N:6]([c:19]2[cH:20][cH:21][cH:22][cH:23][cH:24]2)[c:7]2[c:8]1[cH:9][c:10]([O:14][CH2:15][C:16](=[O:17])[OH:18])[c:11]([S:35][CH3:34])[cH:12]2. Run in O (water), same solvent, ClCCl (dichloromethane), C(C)N(CC)CC (triethylamine). The reactants are N1=CC(=CC=C1)CCCC(C)O (5-(3-pyridyl)-2-pentanol), [OH-].[Na+] (NaOH), alcohol, C(C(=O)Cl)(=O)Cl (oxalyl chloride), CS(=O)C (DMSO). Procedure details: (according to J. W. Tilley, P. Levitan, J. Lind, A. F. Welton, H. J. Crowley, L. D. Tobias, M. O'Donnell J. Med. Chem. 1987, 30, 185-93; Swern oxidation of the alcohol) 59.5 ml of oxalyl chloride in 1.4 l of absolute dichloromethane are cooled to −60° C. and 96 ml of absolute DMSO (dissolved in 280 ml of absolute dichloromethane) are slowly added dropwise. After 15 minutes' stirring at −60° C., 93 g of 5-(3-pyridyl)-2-pentanol in 470 ml of the same solvent are added dropwise at ˜60° C. After 20 ... RXN SMILES: C(Cl)(=O)C(Cl)=O.CS(C)=O.[N:11]1[CH:16]=[CH:15][CH:14]=[C:13]([CH2:17][CH2:18][CH2:19][CH:20]([OH:22])[CH3:21])[CH:12]=1.[OH-].[Na+]>ClCCl.O.C(N(CC)CC)C>[N:11]1[CH:16]=[CH:15][CH:14]=[C:13]([CH2:17][CH2:18][CH2:19][C:20](=[O:22])[CH3:21])[CH:12]=1 |f:3.4|. Product: N1=CC(=CC=C1)CCCC(C)=O (5-(3-Pyridyl)-2-pentanone). Run at temperature -60 celsius, time 15 minute. Reactants: C(C)OC(COC1=NC(=NC(=C1)C1=CC=C(C=C1)OC)NC1=CC(=C(C=C1)OC)Cl)=O ([2-(3-chloro-4-methoxyphenylamino)-6-(4-methoxyphenyl)pyrimidin-4-yloxy]acetic acid ethyl ester), [OH-].[Na+] (NaOH). Run in CO (MeOH). Run at temperature 30 celsius, time 3 hour. Product: ClC=1C=C(C=CC1OC)NC1=NC(=CC(=N1)OCC(=O)O)C1=CC=C(C=C1)OC ([2-(3-chloro-4-methoxyphenylamino)-6-(4-methoxyphenyl)pyrimidin-4-yloxy]acetic acid). RXN SMILES: C([O:3][C:4](=[O:31])[CH2:5][O:6][C:7]1[CH:12]=[C:11]([C:13]2[CH:18]=[CH:17][C:16]([O:19][CH3:20])=[CH:15][CH:14]=2)[N:10]=[C:9]([NH:21][C:22]2[CH:27]=[CH:26][C:25]([O:28][CH3:29])=[C:24]([Cl:30])[CH:23]=2)[N:8]=1)C.[OH-].[Na+]>CO>[Cl:30][C:24]1[CH:23]=[C:22]([NH:21][C:9]2[N:8]=[C:7]([O:6][CH2:5][C:4]([OH:31])=[O:3])[CH:12]=[C:11]([C:13]3[CH:14]=[CH:15][C:16]([O:19][CH3:20])=[CH:17][CH:18]=3)[N:10]=2)[CH:27]=[CH:26][C:25]=1[O:28][CH3:29] |f:1.2|. Procedure: To a solution of [2-(3-chloro-4-methoxyphenylamino)-6-(4-methoxyphenyl)pyrimidin-4-yloxy]acetic acid ethyl ester (0.15 g, 0.33 mmol) in MeOH (5 mL) was added aqueous NaOH (prepared by adding NaOH in 2 mL of water) and the mixture was stirred for 3 hours at refluxing temperature. The mixture was then cooled to temperature in the range of 20-40° C., concentrated under vacuum, diluted with water (5 mL) and washed with ethyl acetate (2 x 2 mL). The aqueous layer was neutralized with 2N HCl. The soli... Reactants: ClC1=NC2=CC(=C(C=C2C(=N1)Cl)OC)OC (2,4-dichloro-6,7-dimethoxyquinazoline), NN (hydrazine). Solvent: C(Cl)Cl (methylene chloride). Reaction conditions: time 45 minute. Yields the product COC=1C=C2C(=NC(=NC2=CC1OC)Cl)NN (6,7-dimethoxy-2-chloro-4-hydrazino-quinazoline). As a reaction SMILES: [Cl:1][C:2]1[N:11]=[C:10](Cl)[C:9]2[C:4](=[CH:5][C:6]([O:15][CH3:16])=[C:7]([O:13][CH3:14])[CH:8]=2)[N:3]=1.[NH2:17][NH2:18]>C(Cl)Cl>[CH3:14][O:13][C:7]1[CH:8]=[C:9]2[C:4](=[CH:5][C:6]=1[O:15][CH3:16])[N:3]=[C:2]([Cl:1])[N:11]=[C:10]2[NH:17][NH2:18]. Procedure details: To a solution of 20.8 g. of 2,4-dichloro-6,7-dimethoxyquinazoline in 400 ml. of methylene chloride is added dropwise 20 g. of hydrazine while maintaining the temperature below 30° C. with cooling. The resulting mixture was stirred for 45 minutes and then allowed to stand overnight at a temperature of 0° C. The mixture is then filtered and the solids washed first with water and then with methanol. The resulting solid material is then taken up in ice-water and stirred for 20 minutes. The mixture i... Starting materials: CN(CC1=CC=CC=C1)C1CN2CCC1CC2 (3-(N-methyl N-benzylamino)quinuclidine). The reagents and catalysts are [Pd] (palladium on charcoal). Solvent: C(C)O (ethanol). Conditions: temperature 80 celsius. Product: CNC1CN2CCC1CC2 (3-methylamino quinuclidine). Isolated yield 43.0%. RXN SMILES: [CH3:1][N:2]([CH:10]1[CH:15]2[CH2:16][CH2:17][N:12]([CH2:13][CH2:14]2)[CH2:11]1)CC1C=CC=CC=1>[Pd].C(O)C>[CH3:1][NH:2][CH:10]1[CH:15]2[CH2:16][CH2:17][N:12]([CH2:13][CH2:14]2)[CH2:11]1. Procedure: A mixture of 33.3 g of 3-(N-methyl N-benzylamino)quinuclidine and 16 g of palladium on charcoal at 10% (50% humidity) in 500 ml of ethanol is heated in an autoclave at 80° C. for 6 hours 30 minutes and under a hydrogen pressure of 6 bars. Then it is filtered, the solvent is evaporated (under a good vacuum and when cold) and the residue is distilled (Boiling point [24 mm/Hg]=110° C.). Thus the expected product is obtained with a yield of 43%.